Dataset: the Open Reaction Database (ORD), a public repository of structured organic reaction records. Task: describe an organic reaction: reactants, conditions, products, and yield Reactants: [H-].C(C(C)C)[Al+]CC(C)C (Diisobutylaluminum hydride), FC1=CC=C(C=C1)C(=C(C(=O)OCC)C(C(C)C)C(C)C)C1=CC=C(C=C1)F (ethyl 3,3-bis(4-fluorophenyl)-2-[2-methyl-1-(1-methylethyl)-propyl]propenoate). Run in C(Cl)Cl (methylene chloride). Run at time 5 hour. The product is FC1=CC=C(C=C1)C(C(=CO)C(C(C)C)C(C)C)C1=CC=C(C=C1)F (3,3-Bis(4-fluorophenyl)-2-[2-methyl-1-(1-methylethyl)propyl]-propenol). Yield: 93.8%. As a reaction SMILES: [H-].C([Al+]CC(C)C)C(C)C.[F:11][C:12]1[CH:17]=[CH:16][C:15]([C:18]([C:32]2[CH:37]=[CH:36][C:35]([F:38])=[CH:34][CH:33]=2)=[C:19]([CH:25]([CH:29]([CH3:31])[CH3:30])[CH:26]([CH3:28])[CH3:27])[C:20](OCC)=[O:21])=[CH:14][CH:13]=1>C(Cl)Cl>[F:11][C:12]1[CH:13]=[CH:14][C:15]([CH:18]([C:32]2[CH:33]=[CH:34][C:35]([F:38])=[CH:36][CH:37]=2)[C:19]([CH:25]([CH:26]([CH3:27])[CH3:28])[CH:29]([CH3:31])[CH3:30])=[CH:20][OH:21])=[CH:16][CH:17]=1 |f:0.1|. Procedure: Diisobutylaluminum hydride (33 mL of 1M solution, 33 mmol) was added to a solution of ethyl 3,3-bis(4-fluorophenyl)-2-[2-methyl-1-(1-methylethyl)-propyl]propenoate (2.5 g, 6.5 mmole) in methylene chloride at -70° C. After stirring for 5 hours, the temperature had risen to -20° C. and the reaction was quenched with 2N hydrochloric acid. The organic layer was separated, dried with magnesium sulfate and concentrated in vacuo to give 2.1 g of the title compound as an oil. MS(CI): m/e =344 for M+ of ...